Dataset: the Open Reaction Database (ORD), a public repository of structured organic reaction records. Task: describe an organic reaction: reactants, conditions, products, and yield Reactants: C[Si](C)(C)I (trimethylsilyl iodide), NC(C(=O)O)(CC1C2=CC=CC=C2OC=2C=CC=CC12)C1=CC=C(C=C1)P(=O)(OCC)OCC (2-amino-3-(9H-xanthen-9-yl)-2-(4-diethylphosphonophenyl)propanoic acid), C[Si](C)(C)I (trimethylsilyl iodide). The solvent is ClCCl (dichloromethane). Run at time 5 hour. Product: NC(C(=O)O)(CC1C2=CC=CC=C2OC=2C=CC=CC12)C1=CC=C(C=C1)P(=O)(O)O (2-Amino-3-(9H-xanthen-9-yl)-2-(4-phosphonophenyl)propanoic acid). Reaction SMILES: [NH2:1][C:2]([C:21]1[CH:26]=[CH:25][C:24]([P:27]([O:32]CC)([O:29]CC)=[O:28])=[CH:23][CH:22]=1)([CH2:6][CH:7]1[C:20]2[CH:19]=[CH:18][CH:17]=[CH:16][C:15]=2[O:14][C:13]2[C:8]1=[CH:9][CH:10]=[CH:11][CH:12]=2)[C:3]([OH:5])=[O:4].C[Si](I)(C)C>ClCCl>[NH2:1][C:2]([C:21]1[CH:22]=[CH:23][C:24]([P:27]([OH:29])([OH:32])=[O:28])=[CH:25][CH:26]=1)([CH2:6][CH:7]1[C:8]2[CH:9]=[CH:10][CH:11]=[CH:12][C:13]=2[O:14][C:15]2[C:20]1=[CH:19][CH:18]=[CH:17][CH:16]=2)[C:3]([OH:5])=[O:4]. Procedure details: To a suspension of 2-amino-3-(9H-xanthen-9-yl)-2-(4-diethylphosphonophenyl)propanoic acid (114 mg, 0.25 mmol) in dry dichloromethane (10 ml) stirred under an atmosphere of nitrogen was added trimethylsilyl iodide (0.26 g, 1.29 mmol). The resulting solution was stirred at room temperature for 24 h and then further trimethylsilyl iodide (0.26 g, 1.29 ml) added. Stirring was continued for 5 h, the reaction mixture evaporated to dryness and redissolved in water. Ion exchange chromatography using the... Reaction SMILES: [CH3:1][S:2][c:3]1[cH:4][cH:5][cH:6][c:7]2[c:13]1[O:12][c:11]1[c:10]([cH:17][cH:16][cH:15][cH:14]1)[N:9]=[C:8]2[c:18]1[cH:19][cH:20][c:21]([C:22](=[O:23])[O:24][CH3:25])[cH:26][cH:27]1.[CH3:33][C:34]#[N:35].[Cl:36][Fe:37]([Cl:38])[Cl:39].[I+3:28]([O-:29])([OH:30])([O-:31])[O-:32]>>[CH3:1][S:2]([c:3]1[cH:4][cH:5][cH:6][c:7]2[c:13]1[O:12][c:11]1[c:10]([cH:17][cH:16][cH:15][cH:14]1)[N:9]=[C:8]2[c:18]1[cH:19][cH:20][c:21]([C:22](=[O:23])[O:24][CH3:25])[cH:26][cH:27]1)=[O:29]. The product is COC(=O)c1ccc(C2=Nc3ccccc3Oc3c2cccc3S(C)=O)cc1. Starting materials: COC(=O)c1ccc(C2=Nc3ccccc3Oc3c(SC)cccc32)cc1, CC#N, Cl[Fe](Cl)Cl, [O-][I+3]([O-])([O-])O.